This data is from the Open Reaction Database (ORD), a public repository of structured organic reaction records. The task is: describe an organic reaction: reactants, conditions, products, and yield Reactants: CCCCCCCBr, Cn1nc(-c2ccccc2)c(OCCO)c1-c1ccccc1, [H-], [Na+], CN(C)C=O, O. Yields the product CCCCCCCOCCOc1c(-c2ccccc2)nn(C)c1-c1ccccc1. As a reaction SMILES: [Br:30][CH2:31][CH2:32][CH2:33][CH2:34][CH2:35][CH2:36][CH3:37].[CH3:3][n:4]1[n:5][c:6](-[c:19]2[cH:20][cH:21][cH:22][cH:23][cH:24]2)[c:7]([O:15][CH2:16][CH2:17][OH:18])[c:8]1-[c:9]1[cH:10][cH:11][cH:12][cH:13][cH:14]1.[H-:1].[Na+:2].[O:25]=[CH:26][N:27]([CH3:28])[CH3:29].[OH2:38]>>[CH3:3][n:4]1[n:5][c:6](-[c:19]2[cH:20][cH:21][cH:22][cH:23][cH:24]2)[c:7]([O:15][CH2:16][CH2:17][O:18][CH2:31][CH2:32][CH2:33][CH2:34][CH2:35][CH2:36][CH3:37])[c:8]1-[c:9]1[cH:10][cH:11][cH:12][cH:13][cH:14]1.